This data is from the Open Reaction Database (ORD), a public repository of structured organic reaction records. The task is: describe an organic reaction: reactants, conditions, products, and yield The reactants are CC1=C(C=C(C=C1)C)C1CC(C=2C(=CC=NC2C1)C)=O (7-(2,5-dimethylphenyl)-4-methyl-5,6,7,8-tetrahydroquinolin-5-one), C(=N)(N)NN.Cl (aminoguanidine hydrochloride), Cl (hydrochloric acid). The solvent is C(C)O (ethanol). The product is Cl.CC1=C(C=C(C=C1)C)C1CC(C=2C(=CC=NC2C1)C)=NNC(=N)N (7-(2,5-dimethylphenyl)-5-guanidinoimino-4-methyl-5,6,7,8-tetrahydroquinoline hydrochloride). Yield: 97.1%. RXN SMILES: [CH3:1][C:2]1[CH:7]=[CH:6][C:5]([CH3:8])=[CH:4][C:3]=1[CH:9]1[CH2:18][C:17]2[N:16]=[CH:15][CH:14]=[C:13]([CH3:19])[C:12]=2[C:11](=O)[CH2:10]1.[C:21]([NH:24][NH2:25])([NH2:23])=[NH:22].[ClH:26].Cl>C(O)C>[ClH:26].[CH3:1][C:2]1[CH:7]=[CH:6][C:5]([CH3:8])=[CH:4][C:3]=1[CH:9]1[CH2:18][C:17]2[N:16]=[CH:15][CH:14]=[C:13]([CH3:19])[C:12]=2[C:11](=[N:25][NH:24][C:21]([NH2:23])=[NH:22])[CH2:10]1 |f:1.2,5.6|. Procedure details: A mixture of 7-(2,5-dimethylphenyl)-4-methyl-5,6,7,8-tetrahydroquinolin-5-one (100 mg), aminoguanidine hydrochloride (46 mg) and concentrated hydrochloric acid (0.1 ml) in ethanol (2 ml) was refluxed for 1 hour and 30 minutes. The reaction solution was cooled, and precipitated crystals were filtered, washed with ethanol and dried to give 7-(2,5-dimethylphenyl)-5-guanidinoimino-4-methyl-5,6,7,8-tetrahydroquinoline hydrochloride (Compound 58) (131 mg) as pale yellow crystals. Starting materials: C(=O)NC=1SC=C(N1)C(C(=O)O)=NOCCCCCC (2-(2-formamidothiazol-4-yl)-2-n-hexyloxyiminoacetic acid), CN(C=O)C (N,N-dimethylformamide), P(=O)(Cl)(Cl)Cl (phosphoryl chloride), Cl.NC1[C@@H]2N(C(=C(CS2)Cl)C(=O)OCC2=CC=C(C=C2)[N+](=O)[O-])C1=O (4-nitrobenzyl 7-amino-3-chloro-3-cephem-4-carboxylate hydrochloride). Solvent: C(C)(=O)OCC (ethyl acetate), CC(=O)C (acetone), O1CCCC1 (tetrahydrofuran), O (water). Product: C(=O)NC=1SC=C(N1)C(C(=O)NC1[C@@H]2N(C(=C(CS2)Cl)C(=O)OCC2=CC=C(C=C2)[N+](=O)[O-])C1=O)=NOCCCCCC (4-nitrobenzyl 7-[2-(2-formamidothiazol-4-yl)-2-n-hexyloxyiminoacetamido]-3-chloro-3-cephem-4-carboxylate). Yield: 90.2%. RXN SMILES: [CH:1]([NH:3][C:4]1[S:5][CH:6]=[C:7]([C:9](=[N:13][O:14][CH2:15][CH2:16][CH2:17][CH2:18][CH2:19][CH3:20])[C:10]([OH:12])=O)[N:8]=1)=[O:2].CN(C)C=O.P(Cl)(Cl)(Cl)=O.Cl.[NH2:32][CH:33]1[C:54](=[O:55])[N:35]2[C:36]([C:41]([O:43][CH2:44][C:45]3[CH:50]=[CH:49][C:48]([N+:51]([O-:53])=[O:52])=[CH:47][CH:46]=3)=[O:42])=[C:37]([Cl:40])[CH2:38][S:39][C@H:34]12>C(OCC)(=O)C.CC(C)=O.O1CCCC1.O>[CH:1]([NH:3][C:4]1[S:5][CH:6]=[C:7]([C:9](=[N:13][O:14][CH2:15][CH2:16][CH2:17][CH2:18][CH2:19][CH3:20])[C:10]([NH:32][CH:33]2[C:54](=[O:55])[N:35]3[C:36]([C:41]([O:43][CH2:44][C:45]4[CH:46]=[CH:47][C:48]([N+:51]([O-:53])=[O:52])=[CH:49][CH:50]=4)=[O:42])=[C:37]([Cl:40])[CH2:38][S:39][C@H:34]23)=[O:12])[N:8]=1)=[O:2] |f:3.4|. Procedure: A solution of 2-(2-formamidothiazol-4-yl)-2-n-hexyloxyiminoacetic acid (syn isomer, 3.24 g.), N,N-dimethylformamide (0.951 g.), and phosphoryl chloride (2.00 g.) in ethyl acetate (20 ml.), and a solution of 4-nitrobenzyl 7-amino-3-chloro-3-cephem-4-carboxylate hydrochloride (4 g.) in a mixture of acetone (20 ml.), water (20 ml.) and tetrahydrofuran (40 ml.) were treated in a similar manner to that of Example 21-(1) to give 4-nitrobenzyl 7-[2-(2-formamidothiazol-4-yl)-2-n-hexyloxyiminoacetamido]-... The reactants are O=C1CCC(=O)N1Br, ClC(Cl)(Cl)Cl, CCOC(=O)c1cccc(C)c1. Yields the product CCOC(=O)c1cccc(CBr)c1. RXN SMILES: [Br:13][N:14]1[C:15](=[O:16])[CH2:17][CH2:18][C:19]1=[O:20].[Cl:21][C:22]([Cl:23])([Cl:24])[Cl:25].[c:1]1([CH3:12])[cH:2][c:3]([C:7](=[O:8])[O:9][CH2:10][CH3:11])[cH:4][cH:5][cH:6]1>>[c:1]1([CH2:12][Br:13])[cH:2][c:3]([C:7](=[O:8])[O:9][CH2:10][CH3:11])[cH:4][cH:5][cH:6]1. Starting materials: CC1(OC(CC1O)(CC)COCC1=CC=CC=C1)C (2,2-Dimethyl-3-hydroxy-5-benzyloxymethyl-5-ethyloxolane), [Cr](=O)(=O)([O-])Cl.[NH+]1=CC=CC=C1 (pyridinium chlorochromate). Run in C(Cl)Cl (methylene chloride). Yields the product CC1(OC(CC1=O)(CC)COCC1=CC=CC=C1)C (2,2-Dimethyl-5-benzyloxymethyl-5-ethyloxolane-3-one). The yield is 100.0%. As a reaction SMILES: [CH3:1][C:2]1([CH3:19])[CH:6]([OH:7])[CH2:5][C:4]([CH2:10][O:11][CH2:12][C:13]2[CH:18]=[CH:17][CH:16]=[CH:15][CH:14]=2)([CH2:8][CH3:9])[O:3]1.[Cr](Cl)([O-])(=O)=O.[NH+]1C=CC=CC=1>C(Cl)Cl>[CH3:19][C:2]1([CH3:1])[C:6](=[O:7])[CH2:5][C:4]([CH2:10][O:11][CH2:12][C:13]2[CH:18]=[CH:17][CH:16]=[CH:15][CH:14]=2)([CH2:8][CH3:9])[O:3]1 |f:1.2|. Procedure details: The alcohol of Example 3(16 g), methylene chloride (300 ml) and pyridinium chlorochromate (14.5 g) were stirred over two days at room temperature. The solution was filtered through a column of Fluorosil using methylene chloride as eluant. Evaporation of the solvent gave 15.8 g, corresponding a 100% yield, of the desired product, which solidified on cooling. Starting materials: C(CCCCCCCCCCC)S (n-dodecyl mercaptan), C1C(O1)CO (glycidol). The reagents and catalysts are O.[OH-].[Li+] (lithium hydroxide monohydrate). Yields the product C(CCCCCCCCCCC)SCC(CO)O (1-n-Dodecylthio-2,3-propanediol). As a reaction SMILES: [CH2:1]([SH:13])[CH2:2][CH2:3][CH2:4][CH2:5][CH2:6][CH2:7][CH2:8][CH2:9][CH2:10][CH2:11][CH3:12].[CH2:14]1[O:16][CH:15]1[CH2:17][OH:18]>O.[OH-].[Li+]>[CH2:1]([S:13][CH2:14][CH:15]([OH:16])[CH2:17][OH:18])[CH2:2][CH2:3][CH2:4][CH2:5][CH2:6][CH2:7][CH2:8][CH2:9][CH2:10][CH2:11][CH3:12] |f:2.3.4|. Reported procedure: To a 300-ml flask was added 60.7 grams (0.30 mole) of n-dodecyl mercaptan and 0.63 grams (0.015 mole, 5 mole percent) of lithium hydroxide monohydrate catalyst. The mixture was stirred and heated to 90°-100° C. To this stirred solution was added dropwise over a 4.25 hour period 33.3 grams (0.45 mole) of glycidol. The reaction mixture was stirred and heated at 90°-95° C for an additional 21 hours. The product was isolated by vacuum distillation in a yield of 41.3 grams (50% of theory) boiling at ... The reactants are C=CCN(C(C)=O)c1cc(C(=O)OCC)cc(Cl)n1, CO, [Na+], [OH-]. Product: C=CCN(C(C)=O)c1cc(C(=O)O)cc(Cl)n1. As a reaction SMILES: [CH2:1]([CH3:2])[O:3][C:4]([c:5]1[cH:6][c:7]([N:12]([CH2:13][CH:14]=[CH2:15])[C:16]([CH3:17])=[O:18])[n:8][c:9]([Cl:11])[cH:10]1)=[O:19].[CH3:22][OH:23].[Na+:21].[OH-:20]>>[O:3]=[C:4]([c:5]1[cH:6][c:7]([N:12]([CH2:13][CH:14]=[CH2:15])[C:16]([CH3:17])=[O:18])[n:8][c:9]([Cl:11])[cH:10]1)[OH:19]. Reactants: Sc1cccc(Br)c1, C=CC#N, [Na+], [OH-]. Yields the product N#CCCSc1cccc(Br)c1. As a reaction SMILES: [Br:1][c:2]1[cH:3][c:4]([SH:8])[cH:5][cH:6][cH:7]1.[CH2:9]=[CH:10][C:11]#[N:12].[Na+:14].[OH-:13]>>[Br:1][c:2]1[cH:3][c:4]([S:8][CH2:9][CH2:10][C:11]#[N:12])[cH:5][cH:6][cH:7]1.